From a dataset of the Open Reaction Database (ORD), a public repository of structured organic reaction records. describe an organic reaction: reactants, conditions, products, and yield Starting materials: O=C([O-])[O-], C[Si](C)(C)n1cncn1, O=[N+]([O-])c1cc[n+]([O-])c(Cl)c1, [K+], [K+], CN(C)C=O. Product: O=[N+]([O-])c1cc[n+]([O-])c(-n2cncn2)c1. As a reaction SMILES: [C:21](=[O:22])([O-:23])[O-:24].[CH3:12][Si:13]([n:14]1[n:15][cH:16][n:17][cH:18]1)([CH3:19])[CH3:20].[Cl:1][c:2]1[n+:3]([O-:11])[cH:4][cH:5][c:6]([N+:8](=[O:9])[O-:10])[cH:7]1.[K+:25].[K+:26].[O:27]=[CH:28][N:29]([CH3:30])[CH3:31]>>[c:2]1(-[n:14]2[n:15][cH:16][n:17][cH:18]2)[n+:3]([O-:11])[cH:4][cH:5][c:6]([N+:8](=[O:9])[O-:10])[cH:7]1. The reactants are C(C1=CC=CC=C1)OC=1C=C2C=CN=CC2=CC1OC (6-benzyloxy-7-methoxyisoquinoline), C(Cl)Cl (DCM), CO (methanol), C(C)(=O)Cl (acetyl chloride). Solvent: C(C)(=O)OCC.CO (ethyl acetate methanol), C1CCOC1 (THF). Yields the product petroleum ether ethyl acetate, C(C1=CC=CC=C1)OC=1C=C2C(CNCC2=CC1OC)OC (6-Benzyloxy-4,7-dimethoxy-1,2,3,4-tetrahydroisoquinoline). Yield: 45.0%. As a reaction SMILES: CO.[C:3](Cl)(=[O:5])C.C(Cl)Cl.[CH2:10]([O:17][C:18]1[CH:19]=[C:20]2[C:25](=[CH:26][C:27]=1[O:28][CH3:29])[CH:24]=[N:23][CH:22]=[CH:21]2)[C:11]1[CH:16]=[CH:15][CH:14]=[CH:13][CH:12]=1>C1COCC1.C(OCC)(=O)C.CO>[CH2:10]([O:17][C:18]1[CH:19]=[C:20]2[C:25](=[CH:26][C:27]=1[O:28][CH3:29])[CH2:24][NH:23][CH2:22][CH:21]2[O:5][CH3:3])[C:11]1[CH:12]=[CH:13][CH:14]=[CH:15][CH:16]=1 |f:5.6|. Procedure: F11 (5.4 g, 13.5 mmol) was stirred in THF (80 mL) and methanol (10 mL) and cooled to 0° C. before acetyl chloride (5.8 mL, 80 mmol) was added drop wise. The solution was stirred at rt o/n, After addition of DCM (100 mL), the organic layer was successively washed with saturated aqueous NaHCO3, water and brine, dried (MgSO4), filtered and concentrated to afford 4.2 g of a crude dark yellow solid. Column chromatography (petroleum ether/ethyl acetate 9/1 to 0/1 then ethyl acetate/methanol 1/0 to 10/... Reactants: COC1=C(CNC=2C3=C(N=CN2)N(C=C3)[C@@H]3O[C@@H]([C@@H]2[C@H]3OC(O2)(C)C)CN(CCCCC(=O)OCC2=CC=CC=C2)C(C)C)C=CC(=C1)OC (benzyl 5-((((3aR,4R,6R,6aR)-6-(4-((2,4-dimethoxybenzyl)amino)-7H-pyrrolo[2,3-d]pyrimidin-7-yl)-2,2-dimethyltetrahydrofuro[3,4-d][1,3]dioxol-4-yl)methyl)(isopropyl)amino)pentanoate), C1=CCC=CC1 (1,4-cyclohexadiene). The reagents and catalysts are [Pd] (palladium on carbon). The solvent is C(C)O (ethanol). Run at temperature 85 celsius, time 1 hour. The product is COC1=C(CNC=2C3=C(N=CN2)N(C=C3)[C@@H]3O[C@@H]([C@@H]2[C@H]3OC(O2)(C)C)CN(CCCCC(=O)O)C(C)C)C=CC(=C1)OC (5-((((3aR,4R,6R,6aR)-6-(4-((2,4-dimethoxybenzyl)amino)-7H-pyrrolo[2,3-d]pyrimidin-7-yl)-2,2-dimethyltetrahydrofuro[3,4-d][1,3]dioxol-4-yl)methyl)(isopropyl)amino)pentanoic acid). Yield: 103.4%. Reaction SMILES: [CH3:1][O:2][C:3]1[CH:48]=[C:47]([O:49][CH3:50])[CH:46]=[CH:45][C:4]=1[CH2:5][NH:6][C:7]1[C:8]2[CH:15]=[CH:14][N:13]([C@H:16]3[C@@H:20]4[O:21][C:22]([CH3:25])([CH3:24])[O:23][C@@H:19]4[C@@H:18]([CH2:26][N:27]([CH:42]([CH3:44])[CH3:43])[CH2:28][CH2:29][CH2:30][CH2:31][C:32]([O:34]CC4C=CC=CC=4)=[O:33])[O:17]3)[C:9]=2[N:10]=[CH:11][N:12]=1.C1CC=CCC=1>C(O)C.[Pd]>[CH3:1][O:2][C:3]1[CH:48]=[C:47]([O:49][CH3:50])[CH:46]=[CH:45][C:4]=1[CH2:5][NH:6][C:7]1[C:8]2[CH:15]=[CH:14][N:13]([C@H:16]3[C@@H:20]4[O:21][C:22]([CH3:24])([CH3:25])[O:23][C@@H:19]4[C@@H:18]([CH2:26][N:27]([CH:42]([CH3:44])[CH3:43])[CH2:28][CH2:29][CH2:30][CH2:31][C:32]([OH:34])=[O:33])[O:17]3)[C:9]=2[N:10]=[CH:11][N:12]=1. Procedure: A solution of benzyl 5-((((3aR,4R,6R,6aR)-6-(4-((2,4-dimethoxybenzyl)amino)-7H-pyrrolo[2,3-d]pyrimidin-7-yl)-2,2-dimethyltetrahydrofuro[3,4-d][1,3]dioxol-4-yl)methyl)(isopropyl)amino)pentanoate (151 mg, 0.220 mmol) in ethanol (4.1 mL) was treated with 10% palladium on carbon (51 mg, 0.048 mmol) and 1,4-cyclohexadiene (0.23 mL, 2.4 mmol). The mixture was heated at 85° C. until the starting material was consumed as indicated by HPLC. After about 1 h, the starting material was consumed as indicated...